Dataset: the Open Reaction Database (ORD), a public repository of structured organic reaction records. Task: describe an organic reaction: reactants, conditions, products, and yield Starting materials: CN, Cc1ccc(S(=O)(=O)OCC2Cc3cccc(-c4cccnc4)c3O2)cc1, Cl. Product: CNCC1Cc2cccc(-c3cccnc3)c2O1. RXN SMILES: [CH3:29][NH2:30].[CH3:2][c:3]1[cH:4][cH:5][c:6]([S:7]([O:8][CH2:13][CH:14]2[O:15][c:16]3[c:17]([cH:19][cH:20][cH:21][c:22]3-[c:23]3[cH:24][n:25][cH:26][cH:27][cH:28]3)[CH2:18]2)(=[O:9])=[O:10])[cH:11][cH:12]1.[ClH:1]>>[CH2:13]([CH:14]1[O:15][c:16]2[c:17]([cH:19][cH:20][cH:21][c:22]2-[c:23]2[cH:24][n:25][cH:26][cH:27][cH:28]2)[CH2:18]1)[NH:30][CH3:29]. The reactants are O.NN (hydrazine hydrate), CON=C(CN1C(C=2C(C1=O)=CC=CC2)=O)C (N-[2-(N-methoxyimino)propyl]phthalimide), ClC1=C2NC=NC2=NC=N1 (6-chloropurine), C(C)N(C(C)C)C(C)C (ethyldiisopropylamine). The solvent is CCOCC (ether), CO (methanol), O (water). Run at time 1 hour. Product: CON=C(CNC1=C2NC=NC2=NC=N1)C (N6 -[2-(N-methoxyimino)propyl]adenine). The yield is 21.4%. Reaction SMILES: [CH3:1][O:2][N:3]=[C:4]([CH3:17])[CH2:5][N:6]1C(=O)C2=CC=CC=C2C1=O.O.NN.Cl[C:22]1[N:30]=[CH:29][N:28]=[C:27]2[C:23]=1[NH:24][CH:25]=[N:26]2.C(N(C(C)C)C(C)C)C>CO.O.CCOCC>[CH3:1][O:2][N:3]=[C:4]([CH3:17])[CH2:5][NH:6][C:22]1[N:30]=[CH:29][N:28]=[C:27]2[C:23]=1[NH:24][CH:25]=[N:26]2 |f:1.2|. Procedure: 0.232 g (1.00 mmol) of N-[2-(N-methoxyimino)propyl]phthalimide was dissolved in 6 ml of methanol and to the solution was added 60 μl (1.2 mmol) of hydrazine hydrate, followed by being refluxed for 5 hours. The reaction mixture was cooled to room temperature and then, 20 ml of ether was added thereto and the mixture was left to stand at 0° C. for 1 hour to sufficiently precipitate solids. The solids were removed by suction filtration and the filtrate was dried over sodium sulfate and concentrated... The reactants are CC=1NC(=CC1C(C1=CC(=C(C(=C1)C(C)(C)C)O)C(C)(C)C)=O)C (2,5-dimethyl-3-(3,5-di-t-butyl-4-hydroxybenzoyl)pyrrole), C(C1=CC=CC=C1)Cl (benzyl chloride). The product is C(C1=CC=CC=C1)N1C(=C(C=C1C)C(C1=CC(=C(C(=C1)C(C)(C)C)O)C(C)(C)C)=O)C (N-benzyl-2,5-dimethyl-3-(3,5-di-t-butyl-4-hydroxybenzoyl)pyrrole). RXN SMILES: [CH3:1][C:2]1[NH:3][C:4]([CH3:24])=[CH:5][C:6]=1[C:7](=[O:23])[C:8]1[CH:13]=[C:12]([C:14]([CH3:17])([CH3:16])[CH3:15])[C:11]([OH:18])=[C:10]([C:19]([CH3:22])([CH3:21])[CH3:20])[CH:9]=1.[CH2:25](Cl)[C:26]1[CH:31]=[CH:30][CH:29]=[CH:28][CH:27]=1>>[CH2:25]([N:3]1[C:4]([CH3:24])=[CH:5][C:6]([C:7](=[O:23])[C:8]2[CH:13]=[C:12]([C:14]([CH3:17])([CH3:16])[CH3:15])[C:11]([OH:18])=[C:10]([C:19]([CH3:22])([CH3:21])[CH3:20])[CH:9]=2)=[C:2]1[CH3:1])[C:26]1[CH:31]=[CH:30][CH:29]=[CH:28][CH:27]=1. Procedure: Likewise, using 2,5-dimethyl-3-(3,5-di-t-butyl-4-hydroxybenzoyl)pyrrole as compound "E" in this general reaction with benzyl chloride as "R-X" yields N-benzyl-2,5-dimethyl-3-(3,5-di-t-butyl-4-hydroxybenzoyl)pyrrole (a compound according to Formula X wherein: m is 0; n is 1; R is benzyl; Y is H; and X and Z are each methyl). RXN SMILES: [Cl:16][CH2:17][Cl:18].[NH2:1][NH:2][c:3]1[cH:4][cH:5][cH:6][cH:7][cH:8]1.[O:9]=[C:10]1[CH2:11][CH2:12][C:13](=[O:14])[O:15]1>>[NH:1]([NH:2][c:3]1[cH:4][cH:5][cH:6][cH:7][cH:8]1)[C:13]([CH2:12][CH2:11][C:10](=[O:9])[OH:15])=[O:14]. The product is O=C(O)CCC(=O)NNc1ccccc1. The reactants are ClCCl, NNc1ccccc1, O=C1CCC(=O)O1. Reactants: ClC1=NC=C(C(=O)N[C@H]2[C@@H](CCCC2)O)C=C1C1=CC=C(C=C1)Cl (6-chloro-5-(4-chloro-phenyl)-N-((1R,2R)-2-hydroxy-cyclohexyl)-nicotinamide), C(#C)C1(CCCC1)O (1-ethynylcyclopentanol). Yields the product ClC1=CC=C(C=C1)C=1C(=NC=C(C(=O)N[C@H]2[C@@H](CCCC2)O)C1)C#CC1(CCCC1)O (5-(4-Chloro-phenyl)-N-((1R,2R)-2-hydroxy-cyclohexyl)-6-(1-hydroxy-cyclopentylethynyl)-nicotinamide), product. RXN SMILES: Cl[C:2]1[C:17]([C:18]2[CH:23]=[CH:22][C:21]([Cl:24])=[CH:20][CH:19]=2)=[CH:16][C:5]([C:6]([NH:8][C@@H:9]2[CH2:14][CH2:13][CH2:12][CH2:11][C@H:10]2[OH:15])=[O:7])=[CH:4][N:3]=1.[C:25]([C:27]1([OH:32])[CH2:31][CH2:30][CH2:29][CH2:28]1)#[CH:26]>>[Cl:24][C:21]1[CH:22]=[CH:23][C:18]([C:17]2[C:2]([C:26]#[C:25][C:27]3([OH:32])[CH2:31][CH2:30][CH2:29][CH2:28]3)=[N:3][CH:4]=[C:5]([CH:16]=2)[C:6]([NH:8][C@@H:9]2[CH2:14][CH2:13][CH2:12][CH2:11][C@H:10]2[OH:15])=[O:7])=[CH:19][CH:20]=1. Procedure details: The title compound was synthesized in analogy to Example 112, using 6-chloro-5-(4-chloro-phenyl)-N-((1R,2R)-2-hydroxy-cyclohexyl)-nicotinamide and 1-ethynylcyclopentanol as starting materials to yield the product as colorless solid, MS (ISP) 439.1, 441.2 (M+H)+. Reactants: CC1CCc2ncnc(N3CC4(CCNCC4)c4c(C5CCCN5C(=O)OC(C)(C)C)cccc43)c21, ClCCl, Cl, C1COCCO1. Product: CC1CCc2ncnc(N3CC4(CCNCC4)c4c(C5CCCN5)cccc43)c21. RXN SMILES: [CH3:2][CH:3]1[CH2:4][CH2:5][c:6]2[n:7][cH:8][n:9][c:10]([N:12]3[CH2:13][C:14]4([c:15]5[c:16]([CH:21]6[N:22]([C:26]([O:27][C:28]([CH3:29])([CH3:30])[CH3:31])=[O:32])[CH2:23][CH2:24][CH2:25]6)[cH:17][cH:18][cH:19][c:20]53)[CH2:33][CH2:34][NH:35][CH2:36][CH2:37]4)[c:11]21.[Cl:44][CH2:45][Cl:46].[ClH:1].[O:38]1[CH2:39][CH2:40][O:41][CH2:42][CH2:43]1>>[CH3:2][CH:3]1[CH2:4][CH2:5][c:6]2[n:7][cH:8][n:9][c:10]([N:12]3[CH2:13][C:14]4([c:15]5[c:16]([CH:21]6[NH:22][CH2:23][CH2:24][CH2:25]6)[cH:17][cH:18][cH:19][c:20]53)[CH2:33][CH2:34][NH:35][CH2:36][CH2:37]4)[c:11]21. Reactants: O1CCOCC1 (1,4-dioxane), BrC1=CC=C(C=C1)C12CCC(CC1)(O2)CCC(=O)OC (methyl 3-(4-(4-bromophenyl)-7-oxabicyclo[2.2.1]heptan-1-yl)propanoate), C(C)(C)(C)C1=NN=C(O1)NC1=CC=C(C=C1)B1OC(C(O1)(C)C)(C)C (5-(tert-butyl)-N-(4-(4,4,5,5-tetramethyl-1,3,2-dioxaborolan-2-yl)phenyl)-1,3,4-oxadiazol-2-amine), [F-].[Cs+] (CsF). The reagents and catalysts are CC(C)(C)P(C1=CC=C(C=C1)N(C)C)C(C)(C)C.CC(C)(C)P(C1=CC=C(C=C1)N(C)C)C(C)(C)C.Cl[Pd]Cl (Pd(amphos)Cl2). Solvent: O (water), ClCCl (dichloromethane). Conditions: temperature 90 celsius, time 2 hour. Product: C(C)(C)(C)C1=NN=C(O1)NC1=CC=C(C=C1)C1=CC=C(C=C1)C12CCC(CC1)(O2)CCC(=O)OC (methyl 3-(4-(4′-((5-(tert-butyl)-1,3,4-oxadiazol-2-yl)amino)-[1,1′-biphenyl]-4-yl)-7-oxabicyclo[2.2.1]heptan-1-yl)propanoate). Yield: 74.3%. Reaction SMILES: Br[C:2]1[CH:7]=[CH:6][C:5]([C:8]23[O:14][C:11]([CH2:15][CH2:16][C:17]([O:19][CH3:20])=[O:18])([CH2:12][CH2:13]2)[CH2:10][CH2:9]3)=[CH:4][CH:3]=1.[C:21]([C:25]1[O:29][C:28]([NH:30][C:31]2[CH:36]=[CH:35][C:34](B3OC(C)(C)C(C)(C)O3)=[CH:33][CH:32]=2)=[N:27][N:26]=1)([CH3:24])([CH3:23])[CH3:22].[F-].[Cs+].O1CCOCC1>ClCCl.CC(P(C(C)(C)C)C1C=CC(N(C)C)=CC=1)(C)C.CC(P(C(C)(C)C)C1C=CC(N(C)C)=CC=1)(C)C.Cl[Pd]Cl.O>[C:21]([C:25]1[O:29][C:28]([NH:30][C:31]2[CH:36]=[CH:35][C:34]([C:2]3[CH:7]=[CH:6][C:5]([C:8]45[O:14][C:11]([CH2:15][CH2:16][C:17]([O:19][CH3:20])=[O:18])([CH2:12][CH2:13]4)[CH2:10][CH2:9]5)=[CH:4][CH:3]=3)=[CH:33][CH:32]=2)=[N:27][N:26]=1)([CH3:24])([CH3:22])[CH3:23] |f:2.3,6.7.8|. Reported procedure: To a flask charged with methyl 3-(4-(4-bromophenyl)-7-oxabicyclo[2.2.1]heptan-1-yl)propanoate (103 mg, 0.30 mmol), 5-(tert-butyl)-N-(4-(4,4,5,5-tetramethyl-1,3,2-dioxaborolan-2-yl)phenyl)-1,3,4-oxadiazol-2-amine (109 mg, 0.32 mmol), Pd(amphos)Cl2 (21 mg, 0.030 mmol) and CsF (138 mg, 0.91 mmol) under N2 was added 1,4-dioxane (2.7 mL) and water (0.30 mL). The mixture was sparged with N2 for 10 min and stirred in a 90° C. oil bath for 2 h. The resulting reaction mixture was diluted with dichloromet... Starting materials: C(C)(C)(C)OC(=O)N1[C@@H](CC(C1)=NOCC1=CC(=C(C=C1)Cl)Cl)C(=O)O ((2S,4EZ)-1-(tert-butoxycarbonyl)-4-{[(3,4-dichlorobenzyl)oxy]imino}-2-pyrrolidinecarboxylic acid), C(C=C)(=O)Cl (acryloyl chloride), O1C(=CC=C1)CN (2-furylmethylamine). Yields the product C(C=C)(=O)N1[C@@H](CC(C1)=NOCC1=CC(=C(C=C1)Cl)Cl)C(=O)NCC=1OC=CC1 ((2S,4EZ)-1-acryloyl-4-{[(3,4-dichlorobenzyl)oxy]imino}-N-(2-furylmethyl)-2-pyrrolidinecarboxamide). RXN SMILES: C(O[C:6]([N:8]1[CH2:12][C:11](=[N:13][O:14][CH2:15][C:16]2[CH:21]=[CH:20][C:19]([Cl:22])=[C:18]([Cl:23])[CH:17]=2)[CH2:10][C@H:9]1[C:24]([OH:26])=O)=[O:7])(C)(C)C.[C:27](Cl)(=O)[CH:28]=C.[O:32]1[CH:36]=[CH:35][CH:34]=[C:33]1[CH2:37][NH2:38]>>[C:6]([N:8]1[CH2:12][C:11](=[N:13][O:14][CH2:15][C:16]2[CH:21]=[CH:20][C:19]([Cl:22])=[C:18]([Cl:23])[CH:17]=2)[CH2:10][C@H:9]1[C:24]([NH:38][CH2:37][C:33]1[O:32][CH:36]=[CH:35][CH:34]=1)=[O:26])(=[O:7])[CH:27]=[CH2:28]. Procedure: Following the general method as outlined in Example 22, starting from (2S,4EZ)-1-(tert-butoxycarbonyl)-4-{[(3,4-dichlorobenzyl)oxy]imino}-2-pyrrolidinecarboxylic acid, acryloyl chloride, and 2-furylmethylamine the title compound was obtained in 74% purity by LC/MS. MS(ESI+): m/z=436.8. Reactants: O=C([O-])[O-], O=[N+]([O-])c1ccc(F)cc1, [K+], [K+], CN(C)C=O, O, Oc1ccc2ccccc2c1. Yields the product O=[N+]([O-])c1ccc(Oc2ccc3ccccc3c2)cc1. Reaction SMILES: [C:11](=[O:12])([O-:13])[O-:14].[F:1][c:2]1[cH:3][cH:4][c:5]([N+:8](=[O:9])[O-:10])[cH:6][cH:7]1.[K+:15].[K+:16].[O:29]=[CH:30][N:31]([CH3:32])[CH3:33].[OH2:28].[OH:17][c:18]1[cH:19][cH:20][c:21]2[cH:22][cH:23][cH:24][cH:25][c:26]2[cH:27]1>>[c:2]1([O:17][c:18]2[cH:19][cH:20][c:21]3[cH:22][cH:23][cH:24][cH:25][c:26]3[cH:27]2)[cH:3][cH:4][c:5]([N+:8](=[O:9])[O-:10])[cH:6][cH:7]1.